From a dataset of the Open Reaction Database (ORD), a public repository of structured organic reaction records. describe an organic reaction: reactants, conditions, products, and yield The reactants are CC(=O)C.OS(=O)(=O)O.O=[Cr](=O)=O (Jones reagent), OC1CCC(CC1)CC1C(C(C(C1)OC(C(C)(C)C)=O)C1=C(C=C(C=C1C)C)C)=O (2,2-dimethyl-propionic acid 4-(4-hydroxy-cyclohexylmethyl)-3-oxo-2-(2,4,6-trimethyl-phenyl)-cyclopentyl ester), O (water). Solvent: CC(=O)C (acetone). Reaction conditions: temperature 0 celsius. The product is O=C1C(C(CC1CC1CCC(CC1)=O)OC(C(C)(C)C)=O)C1=C(C=C(C=C1C)C)C (2,2-dimethyl-propionic acid 3-oxo-4-(4-oxo-cyclohexylmethyl)-2-(2,4,6-trimethyl-phenyl)-cyclopentyl ester). The yield is 72.4%. As a reaction SMILES: [OH:1][CH:2]1[CH2:7][CH2:6][CH:5]([CH2:8][CH:9]2[CH2:13][CH:12]([O:14][C:15](=[O:20])[C:16]([CH3:19])([CH3:18])[CH3:17])[CH:11]([C:21]3[C:26]([CH3:27])=[CH:25][C:24]([CH3:28])=[CH:23][C:22]=3[CH3:29])[C:10]2=[O:30])[CH2:4][CH2:3]1.CC(C)=O.OS(O)(=O)=O.O=[Cr](=O)=O.O>CC(C)=O>[O:30]=[C:10]1[CH:9]([CH2:8][CH:5]2[CH2:6][CH2:7][C:2](=[O:1])[CH2:3][CH2:4]2)[CH2:13][CH:12]([O:14][C:15](=[O:20])[C:16]([CH3:19])([CH3:18])[CH3:17])[CH:11]1[C:21]1[C:22]([CH3:29])=[CH:23][C:24]([CH3:28])=[CH:25][C:26]=1[CH3:27] |f:1.2.3|. Reported procedure: The 2,2-dimethyl-propionic acid 4-(4-hydroxy-cyclohexylmethyl)-3-oxo-2-(2,4,6-trimethyl-phenyl)-cyclopentyl ester (100 mg) is dissolved in acetone and cooled to 0° C. The Jones reagent (1.3 ml, 167 M) is added dropwise over a period of 30 minutes. The reaction is allowed to warm to room temperature over 1 hour. The reaction is poured into water and extracted with ethyl acetate (3×50 ml). The combined organic extracts are washed with a saturated aqueous solution of sodium bicarbonate, dried over ...